This data is from the Open Reaction Database (ORD), a public repository of structured organic reaction records. The task is: describe an organic reaction: reactants, conditions, products, and yield The reactants are C1(CCCC1)CNC1=C(C=C(C=C1)S(=O)(=O)C)C1=CN(C2=C(N=CC=C21)OC)C (N-(cyclopentylmethyl)-2-(7-methoxy-1-methyl-1H-pyrrolo[2,3-c]pyridin-3-yl)-4-(methylsulfonyl)aniline). Run in O1CCOCC1 (dioxane), Cl (HCl), O1CCOCC1 (dioxane). Yields the product C1(CCCC1)CNC1=C(C=C(C=C1)S(=O)(=O)C)C1=CN(C=2C(NC=CC21)=O)C (3-{2-[(cyclopentylmethyl)amino]-5-(methylsulfonyl)phenyl}-1-methyl-1,6-dihydro-7H-pyrrolo[2,3-c]pyridin-7-one). Isolated yield 34.5%. As a reaction SMILES: [CH:1]1([CH2:6][NH:7][C:8]2[CH:13]=[CH:12][C:11]([S:14]([CH3:17])(=[O:16])=[O:15])=[CH:10][C:9]=2[C:18]2[C:26]3[C:21](=[C:22]([O:27]C)[N:23]=[CH:24][CH:25]=3)[N:20]([CH3:29])[CH:19]=2)[CH2:5][CH2:4][CH2:3][CH2:2]1>O1CCOCC1.Cl>[CH:1]1([CH2:6][NH:7][C:8]2[CH:13]=[CH:12][C:11]([S:14]([CH3:17])(=[O:16])=[O:15])=[CH:10][C:9]=2[C:18]2[C:26]3[CH:25]=[CH:24][NH:23][C:22](=[O:27])[C:21]=3[N:20]([CH3:29])[CH:19]=2)[CH2:5][CH2:4][CH2:3][CH2:2]1. Reported procedure: The product from Example 68A, (0.021 g) in dioxane (0.5 mL) and 4N HCl in dioxane (0.5 mL) was heated at 70° C. for 24 hours, cooled, and concentrated. Purification by reverse phase HPLC (C18, CH3CN/water (0.1% TFA), 10-100%) afforded the title compound (0.007 g, 27%) as the TFA salt. 1H NMR (500 MHz, DMSO-d6/D2O) δ ppm 7.64 (dd, J=8.70, 2.29 Hz, 1H) 7.44-7.46 (m, 2H) 6.93 (d, J=7.02 Hz, 1H) 6.83 (d, J=8.85 Hz, 1H) 6.24 (d, J=6.71 Hz, 1H) 4.12 (s, 3H) 3.09 (s, 3H) 3.06 (d, J=7.32 Hz, 2H) 2.10-2.... Reactants: three-mouth, ClC1=NC(=C2NC=NC2=N1)Cl (2,6-dichloropurine), C(C)(=O)OCC (ethyl acetate), pyridinium salt, acid, N1CCCC1 (pyrrolidine), O1CCCC=C1 (2,3-dihydropyrane). Run in C(C)N(CC)CC (Triethylamine). Run at time 5 minute. The product is N1=CN=C2N=CNC2=C1 (purin). Isolated yield 193.5%. RXN SMILES: Cl[C:2]1[N:10]=[C:9]2[C:5]([NH:6][CH:7]=[N:8]2)=[C:4](Cl)[N:3]=1.C(OCC)(=O)C.O1C=CCCC1.N1CCCC1>C(N(CC)CC)C>[N:3]1[CH:4]=[C:5]2[C:9]([N:8]=[CH:7][NH:6]2)=[N:10][CH:2]=1. Reported procedure: In a 100 ml three-mouth bottle, 2,6-dichloropurine (10 g), ethyl acetate (50 ml), pyridinium salt of paratoluenesulfonic acid (0.2 g) are mixed. The above mixture is stirred and heated to at a temperature of 35° C., 2,3-dihydropyrane (12 ml) is added thereto within 5 min. And the above mixture is reacted at 50˜60° C. for 3 h. The completion of reaction is checked with TCL analysis. Triethylamine (7.9 ml) is added to the bottle, and then pyrrolidine (7.8 ml) is added thereto within 15 min at the ... Starting materials: CC1=CC=C(C=C1)C(=O)C (4-methylacetophenone), C(C)(C)OC(C(F)(F)F)=O (isopropyltrifluoroacetate), C[O-].[Na+] (sodium methoxide), Cl (HCl). The solvent is C1(=CC=CC=C1)C (toluene), C1(=CC=CC=C1)C (toluene), O (Water). Conditions: temperature 75 celsius, time 4 hour. Yields the product FC(C(CC(=O)C1=CC=C(C=C1)C)=O)(F)F (4,4,4-trifluoro-1-[4-(methyl)phenyl]-butane-1,3-dione). Yield: 68.6%. RXN SMILES: [CH3:1][C:2]1[CH:7]=[CH:6][C:5]([C:8]([CH3:10])=[O:9])=[CH:4][CH:3]=1.C([O:14][C:15](=O)[C:16]([F:19])([F:18])[F:17])(C)C.C[O-].[Na+].Cl>O.C1(C)C=CC=CC=1>[F:17][C:16]([F:19])([F:18])[C:15](=[O:14])[CH2:10][C:8]([C:5]1[CH:6]=[CH:7][C:2]([CH3:1])=[CH:3][CH:4]=1)=[O:9] |f:2.3|. Reported procedure: A mixture of 4-methylacetophenone (0.85 g), isopropyltrifluoroacetate (1.0 g) and toluene (2 ml) was added to a mixture of sodium methoxide (0.4 g) and toluene (2 ml) at 35-40° C. The reaction mixture was stirred at 75° C. for 4 hours. The reaction mixture was cooled to 25-30° C. Water (2 ml) and aqueous HCl (3 ml, 20%) were added and the reaction mixture was stirred at 25-30° C. for 30 minutes. The layers were separated. Aqueous layer was extracted with toluene (2×2 ml). The organic layers were... Starting materials: NCCCC(=O)O (4-amino butyric acid), C=O (paraformaldehyde), COC(C(=CC(N(OC)CC1=CC(=C(C=C1)Cl)Cl)=O)O)=O (3-[(3,4-dichloro-benzyl)-methoxy-carbamoyl]-2-hydroxy-acrylic acid methyl ester). Solvent: C(C)(=O)O (acetic acid). Run at time 10 minute. Product: ClC=1C=C(CN(C(=O)C2=C(C(N(C2)CCCC(=O)O)=O)O)OC)C=CC1Cl (4-{4-[(3,4-Dichloro-benzyl)-methoxy-carbamoyl]-3-hydroxy-2-oxo-2,5-dihydro-pyrrol-1-yl}-butyric acid). Isolated yield 34.7%. RXN SMILES: [NH2:1][CH2:2][CH2:3][CH2:4][C:5]([OH:7])=[O:6].[CH2:8]=O.CO[C:12](=[O:30])[C:13]([OH:29])=[CH:14][C:15](=[O:28])[N:16]([CH2:19][C:20]1[CH:25]=[CH:24][C:23]([Cl:26])=[C:22]([Cl:27])[CH:21]=1)[O:17][CH3:18]>C(O)(=O)C>[Cl:27][C:22]1[CH:21]=[C:20]([CH:25]=[CH:24][C:23]=1[Cl:26])[CH2:19][N:16]([O:17][CH3:18])[C:15]([C:14]1[CH2:8][N:1]([CH2:2][CH2:3][CH2:4][C:5]([OH:7])=[O:6])[C:12](=[O:30])[C:13]=1[OH:29])=[O:28]. Reported procedure: To a solution of 4-amino butyric acid (0.093 g, 0.90 mmol) in acetic acid (0.5 mL) at 55° C. was added paraformaldehyde (0.027 g, 0.90 mmol). After stirring for 10 min, 3-[(3,4-dichloro-benzyl)-methoxy-carbamoyl]-2-hydroxy-acrylic acid methyl ester (0.2978 g, 0.89 mmol) was added and the mixture was stirred at 55° C. for 1 h. The clear yellow solution was cooled, concentrated and purified by preparative HPLC (C18, ODS-A, S-75 μm, 10%–40% acetonitrile/water/0.5% HCl) to give the title compound as... Starting materials: ClC1=CC(=C(C(=S)N)C=C1)OC (4-chloro-2-methoxythiobenzamide), ClC(C(=O)OCC)C(=O)C (ethyl 2-chloroacetoacetate). The solvent is C(C)O (ethanol). Product: ClC1=CC(=C(C=C1)C=1SC(=C(N1)C)C(=O)OCC)OC (Ethyl 2-(4-chloro-2-methoxyphenyl)-4-methylthiazole-5-carboxylate). The yield is 77.6%. Reaction SMILES: [Cl:1][C:2]1[CH:10]=[CH:9][C:5]([C:6]([NH2:8])=[S:7])=[C:4]([O:11][CH3:12])[CH:3]=1.Cl[CH:14]([C:20]([CH3:22])=O)[C:15]([O:17][CH2:18][CH3:19])=[O:16]>C(O)C>[Cl:1][C:2]1[CH:10]=[CH:9][C:5]([C:6]2[S:7][C:14]([C:15]([O:17][CH2:18][CH3:19])=[O:16])=[C:20]([CH3:22])[N:8]=2)=[C:4]([O:11][CH3:12])[CH:3]=1. Procedure: In ethanol (50 ml), 4-chloro-2-methoxythiobenzamide (4.00 g, 20.0 mmol) prepared in the Step 7-1-2 was suspended, and ethyl 2-chloroacetoacetate (3.62 g, 22.0 mmol) was added to the suspension. The mixture was heated under reflux overnight. After the mixture was allowed to cool, the solvent was distilled off under a reduced pressure, and ethyl acetate and a saturated sodium bicarbonate solution were added to the mixture. The resulting mixture was subjected to extraction with ethyl acetate. The e... Reactants: C(C1=CC=CC=C1)OC1=CC(=C(C=C1)Cl)[N+](=O)[O-] (4-Benzyloxy-1-chloro-2-nitro-benzene), C1(O)=CC=C(O)C=C1 (hydroquinone). The product is NC1=C(OC2=CC=C(C=C2)O)C=CC(=C1)OCC1=CC=CC=C1 (4-(2-Amino-4-benzyloxy-phenoxy)-phenol). As a reaction SMILES: [CH2:1]([O:8][C:9]1[CH:14]=[CH:13][C:12](Cl)=[C:11]([N+:16]([O-])=O)[CH:10]=1)[C:2]1[CH:7]=[CH:6][CH:5]=[CH:4][CH:3]=1.[C:19]1([CH:26]=[CH:25][C:23]([OH:24])=[CH:22][CH:21]=1)[OH:20]>>[NH2:16][C:11]1[CH:10]=[C:9]([O:8][CH2:1][C:2]2[CH:7]=[CH:6][CH:5]=[CH:4][CH:3]=2)[CH:14]=[CH:13][C:12]=1[O:20][C:19]1[CH:26]=[CH:25][C:23]([OH:24])=[CH:22][CH:21]=1. Procedure: 4-Benzyloxy-1-chloro-2-nitro-benzene (from Example 27A) was reacted with hydroquinone according to the procedure from Example 39A and reduced according to the procedure from Example 39B to provide the title product. Reactants: CN(C)C=O, Cc1nc(-c2ccc(OC(F)(F)F)cc2)ccc1CCl, [H-], [Na+], O, Oc1ccc(CCCCn2ccnn2)cc1. Yields the product Cc1nc(-c2ccc(OC(F)(F)F)cc2)ccc1COc1ccc(CCCCn2ccnn2)cc1. RXN SMILES: [CH3:40][N:41]([CH3:42])[CH:43]=[O:44].[Cl:19][CH2:20][c:21]1[c:22]([CH3:38])[n:23][c:24](-[c:27]2[cH:28][cH:29][c:30]([O:33][C:34]([F:35])([F:36])[F:37])[cH:31][cH:32]2)[cH:25][cH:26]1.[H-:1].[Na+:2].[OH2:39].[n:3]1([CH2:8][CH2:9][CH2:10][CH2:11][c:12]2[cH:13][cH:14][c:15]([OH:18])[cH:16][cH:17]2)[n:4][n:5][cH:6][cH:7]1>>[n:3]1([CH2:8][CH2:9][CH2:10][CH2:11][c:12]2[cH:13][cH:14][c:15]([O:18][CH2:20][c:21]3[c:22]([CH3:38])[n:23][c:24](-[c:27]4[cH:28][cH:29][c:30]([O:33][C:34]([F:35])([F:36])[F:37])[cH:31][cH:32]4)[cH:25][cH:26]3)[cH:16][cH:17]2)[n:4][n:5][cH:6][cH:7]1. Starting materials: C(CN)N (Ethylenediamine), BrC(C(=O)OCC)CC1=CC=CC=C1 (ethyl 2-bromo-3-phenylpropionate). Solvent: C1CCOC1 (THF), C(C)O (ethanol). Product: C1(=CC=CC=C1)CC1C(NCCN1)=O (3-(phenylmethyl)piperazinone). As a reaction SMILES: [CH2:1]([NH2:4])[CH2:2][NH2:3].Br[CH:6]([CH2:12][C:13]1[CH:18]=[CH:17][CH:16]=[CH:15][CH:14]=1)[C:7]([O:9]CC)=O>C1COCC1.C(O)C>[C:13]1([CH2:12][CH:6]2[NH:4][CH2:1][CH2:2][NH:3][C:7]2=[O:9])[CH:14]=[CH:15][CH:16]=[CH:17][CH:18]=1. Procedure: Ethylenediamine (25 g.) is added to a stirred solution of ethyl 2-bromo-3-phenylpropionate (XXVII, Example 61, 14.0 g.) in THF (100 ml.) and ethanol (300 ml.). After 20 hours at 20°-25° the solvents are removed under reduced pressure and the residual oil is partitioned between ethyl acetate-1N sodium hydroxide solution. The ethyl acetate extract is washed with water, saline, and concentrated. The residual oil is applied to a silica gel column which is eluted with chloroform-methanol (9/1). Fract... Reactants: Cl.NC1=C(C(=O)O)C(=CC=C1)Cl (2-amino-6-chlorobenzoic acid hydrochloride), diazonium salt, Cl (hydrochloric acid), Cl (hydrochloric acid), [OH-].[Na+] (sodium hydroxide), diazonium salt, sodium nitride, COC1=NC(=NC(=C1)OC)S (4,6-dimethoxy-2-mercaptopyrimidine). Solvent: O (water). Reaction conditions: time 2 hour. The product is ClC1=C(C(=O)O)C(=CC=C1)SC1=NC(=CC(=N1)OC)OC (2-chloro-6-[(4,6-dimethoxy-2pyrimidinyl)thio]benzoic acid). Isolated yield 22.9%. As a reaction SMILES: Cl.N[C:3]1[CH:11]=[CH:10][CH:9]=[C:8]([Cl:12])[C:4]=1[C:5]([OH:7])=[O:6].Cl.[CH3:14][O:15][C:16]1[CH:21]=[C:20]([O:22][CH3:23])[N:19]=[C:18]([SH:24])[N:17]=1.[OH-].[Na+]>O>[Cl:12][C:8]1[CH:9]=[CH:10][CH:11]=[C:3]([S:24][C:18]2[N:17]=[C:16]([O:15][CH3:14])[CH:21]=[C:20]([O:22][CH3:23])[N:19]=2)[C:4]=1[C:5]([OH:7])=[O:6] |f:0.1,4.5|. Procedure: 5.0 g of 2-amino-6-chlorobenzoic acid hydrochloride was converted to a diazonium salt with 2.3 g of sodium nitride and concentrated hydrochloric acid. Then, this diazonium salt was gradually dropwise added to a solution comprising 4.8 g of 4,6-dimethoxy-2-mercaptopyrimidine, 2.4 g of sodium hydroxide and 40 ml of water at 0° C. After completion of the dropwise addition, the mixture was stirred at room temperature for 2 hours to complete the reaction. Concentrated hydrochloric acid was added to t...